This data is from the Open Reaction Database (ORD), a public repository of structured organic reaction records. The task is: describe an organic reaction: reactants, conditions, products, and yield The reactants are 1,1′-binaphthalene-2,2′-diylbis(diphenylphosphine), C([O-])([O-])=O.[Cs+].[Cs+] (cesium carbonate), CN(C(CNC(OC(C)(C)C)=O)=O)CC1=CC(=CC=C1)C=1C=NC(=NC1)N1CCNCC1 (tert-butyl (2-{methyl[3-(2-piperazin-1-ylpyrimidin-5-yl)benzyl]amino}-2-oxoethyl)carbamate), BrC1=NC=C(C#N)C=C1 (6-bromonicotinonitrile). Reagents/catalysts: C=1C=CC(=CC1)/C=C/C(=O)/C=C/C2=CC=CC=C2.C=1C=CC(=CC1)/C=C/C(=O)/C=C/C2=CC=CC=C2.C=1C=CC(=CC1)/C=C/C(=O)/C=C/C2=CC=CC=C2.[Pd].[Pd] (tris(dibenzylideneacetone)dipalladium). Run in C1(=CC=CC=C1)C (toluene). Run at temperature 100 celsius, time 6 hour. The product is C(#N)C=1C=CC(=NC1)N1CCN(CC1)C1=NC=C(C=N1)C=1C=C(CN(C(CNC(OC(C)(C)C)=O)=O)C)C=CC1 (tert-butyl {2-[(3-{2-[4-(5-cyanopyridin-2-yl)piperazin-1-yl]pyrimidin-5-yl}benzyl)(methyl)amino]-2-oxoethyl}carbamate). Yield: 49.5%. Reaction SMILES: [CH3:1][N:2]([CH2:14][C:15]1[CH:20]=[CH:19][CH:18]=[C:17]([C:21]2[CH:22]=[N:23][C:24]([N:27]3[CH2:32][CH2:31][NH:30][CH2:29][CH2:28]3)=[N:25][CH:26]=2)[CH:16]=1)[C:3](=[O:13])[CH2:4][NH:5][C:6](=[O:12])[O:7][C:8]([CH3:11])([CH3:10])[CH3:9].Br[C:34]1[CH:41]=[CH:40][C:37]([C:38]#[N:39])=[CH:36][N:35]=1.C(=O)([O-])[O-].[Cs+].[Cs+]>C1(C)C=CC=CC=1.C1C=CC(/C=C/C(/C=C/C2C=CC=CC=2)=O)=CC=1.C1C=CC(/C=C/C(/C=C/C2C=CC=CC=2)=O)=CC=1.C1C=CC(/C=C/C(/C=C/C2C=CC=CC=2)=O)=CC=1.[Pd].[Pd]>[C:38]([C:37]1[CH:40]=[CH:41][C:34]([N:30]2[CH2:31][CH2:32][N:27]([C:24]3[N:25]=[CH:26][C:21]([C:17]4[CH:16]=[C:15]([CH:20]=[CH:19][CH:18]=4)[CH2:14][N:2]([CH3:1])[C:3](=[O:13])[CH2:4][NH:5][C:6](=[O:12])[O:7][C:8]([CH3:11])([CH3:9])[CH3:10])=[CH:22][N:23]=3)[CH2:28][CH2:29]2)=[N:35][CH:36]=1)#[N:39] |f:2.3.4,6.7.8.9.10|. Reported procedure: Under an argon atmosphere, tert-butyl (2-{methyl[3-(2-piperazin-1-ylpyrimidin-5-yl)benzyl]amino}-2-oxoethyl)carbamate (200 mg) and 6-bromonicotinonitrile (124 mg) were dissolved in toluene (6 ml), and tris(dibenzylideneacetone)dipalladium (124 mg), 1,1′-binaphthalene-2,2′-diylbis(diphenylphosphine) (169 mg), and cesium carbonate (222 mg) were added thereto, followed by stirring at 100° C. for 6 hours. The solvent was evaporated under reduced pressure, and the obtained residue was purified by sil...